From a dataset of the Open Reaction Database (ORD), a public repository of structured organic reaction records. describe an organic reaction: reactants, conditions, products, and yield The reactants are O=C(Cl)c1ccccc1, CCN1C(=O)C(C)(C)c2cc3[nH]c(N)nc3cc21, O, c1ccncc1. The product is CCN1C(=O)C(C)(C)c2cc3[nH]c(NC(=O)c4ccccc4)nc3cc21. Reaction SMILES: [C:19]([c:20]1[cH:21][cH:22][cH:23][cH:24][cH:25]1)(=[O:26])[Cl:27].[NH2:1][c:2]1[n:3][c:4]2[c:5]([cH:6][c:7]3[c:11]([cH:12]2)[N:10]([CH2:13][CH3:14])[C:9](=[O:15])[C:8]3([CH3:16])[CH3:17])[nH:18]1.[OH2:28].[cH:29]1[cH:30][cH:31][n:32][cH:33][cH:34]1>>[NH:1]([c:2]1[n:3][c:4]2[c:5]([cH:6][c:7]3[c:11]([cH:12]2)[N:10]([CH2:13][CH3:14])[C:9](=[O:15])[C:8]3([CH3:16])[CH3:17])[nH:18]1)[C:19]([c:20]1[cH:21][cH:22][cH:23][cH:24][cH:25]1)=[O:26].